From a dataset of the Open Reaction Database (ORD), a public repository of structured organic reaction records. describe an organic reaction: reactants, conditions, products, and yield The reactants are resultant solution, [Cl-].[NH4+] (ammonium chloride), [N+](=O)([O-])C=1C=C2C=3C(=NNC3C1)CCC2 (7-Nitro-1,3,4,5-tetrahydro-benzo[cd]indazole), [O-]CC.[Na+] (sodium ethoxide), C1C(C)O1 (propylene oxide). Solvent: C(C)O (ethanol). Run at time 30 minute. The product is [N+](=O)([O-])C=1C=C2C=3C(=NN(C3C1)CC(C)O)CCC2 (1-(7-Nitro-4,5-dihydro-3H-benzo[cd]indazol-1-yl)-propan-2-ol). Yield: 32.0%. Reaction SMILES: [N+:1]([C:4]1[CH:5]=[C:6]2[CH2:15][CH2:14][CH2:13][C:8]3=[N:9][NH:10][C:11]([CH:12]=1)=[C:7]23)([O-:3])=[O:2].[O-]CC.[Na+].[CH2:20]1[O:23][CH:21]1[CH3:22].[Cl-].[NH4+]>C(O)C>[N+:1]([C:4]1[CH:5]=[C:6]2[CH2:15][CH2:14][CH2:13][C:8]3=[N:9][N:10]([CH2:20][CH:21]([OH:23])[CH3:22])[C:11]([CH:12]=1)=[C:7]23)([O-:3])=[O:2] |f:1.2,4.5|. Reported procedure: To a solution of the product from Step B (4.85 g, 23.9 mmol) in ethanol (50 mL) was added sodium ethoxide (14.2 mL, 35.0 mmol, 21% solution in ethanol) at room temperature. After 30 min, propylene oxide (4.14 mL, 47.8 mmol) was added, and the resultant solution was stirred for 18 h at room temperature. A saturated aqueous ammonium chloride solution (20 mL) was added to the reaction mixture and the ethanol was evaporated. This mixture was extracted with ethyl acetate (3×65 mL) and the combined ex... The reactants are COc1nc(Cl)nc(Nc2ccc(-n3cnc(C)c3)c(OC)c2)n1, OCc1ccc(Cl)cc1, [Na], C1CCOC1, O. The product is COc1nc(Nc2ccc(-n3cnc(C)c3)c(OC)c2)nc(OCc2ccc(Cl)cc2)n1. RXN SMILES: [Cl:11][c:12]1[n:13][c:14]([NH:20][c:21]2[cH:22][c:23]([O:33][CH3:34])[c:24](-[n:27]3[cH:28][n:29][c:30]([CH3:32])[cH:31]3)[cH:25][cH:26]2)[n:15][c:16]([O:18][CH3:19])[n:17]1.[Cl:1][c:2]1[cH:3][cH:4][c:5]([CH2:6][OH:7])[cH:8][cH:9]1.[Na:10].[O:35]1[CH2:36][CH2:37][CH2:38][CH2:39]1.[OH2:40]>>[Cl:1][c:2]1[cH:3][cH:4][c:5]([CH2:6][O:7][c:12]2[n:13][c:14]([NH:20][c:21]3[cH:22][c:23]([O:33][CH3:34])[c:24](-[n:27]4[cH:28][n:29][c:30]([CH3:32])[cH:31]4)[cH:25][cH:26]3)[n:15][c:16]([O:18][CH3:19])[n:17]2)[cH:8][cH:9]1. Reactants: COC(C1=C(C(=CC=C1[N+](=O)[O-])F)C)=O (3-Fluoro-2-methyl-6-nitro-benzoic acid methyl ester), CS(=O)(=O)CCO (2-(methylsulfonyl)ethanol), [H-].[Na+] (sodium hydride). The solvent is CN(C)C=O (DMF). Reaction conditions: time 1.5 hour. The product is COC(C1=C(C(=CC=C1[N+](=O)[O-])O)C)=O (3-Hydroxy-2-methyl-6-nitro-benzoic acid methyl ester). The yield is 89.0%. RXN SMILES: [CH3:1][O:2][C:3](=[O:15])[C:4]1[C:9]([N+:10]([O-:12])=[O:11])=[CH:8][CH:7]=[C:6](F)[C:5]=1[CH3:14].CS(CCO)(=O)=[O:18].[H-].[Na+]>CN(C=O)C>[CH3:1][O:2][C:3](=[O:15])[C:4]1[C:9]([N+:10]([O-:12])=[O:11])=[CH:8][CH:7]=[C:6]([OH:18])[C:5]=1[CH3:14] |f:2.3|. Reported procedure: To a stirring solution of 3-Fluoro-2-methyl-6-nitro-benzoic acid methyl ester (6 g, 28.2 mmol) and 2-(methylsulfonyl)ethanol (5.2 g, 42.2 mmol) in 47 mL of DMF is added sodium hydride (3.38 g, 84.6 mmol) at 0° C. and the reaction mixture is allowed to warm to room temperature and then stirred for 1.5 hours. The mixture is quenched with 1N HCl solution and partitioned between ethyl acetate. The organic layer is washed with brine and concentrated to dryness and the crude organics purified by flash... Starting materials: [N+](=O)([O-])C1=CC=CC2=NC3=CC=CC=C3C(=C12)OC1=CC=CC=C1 (1-Nitro-9-phenoxyacridine), Cl.Cl.C(C(C)C)NCCN (2-isobutylaminoethylamine dihydrochloride). Run in C1(=CC=CC=C1)O (phenol). Reaction conditions: temperature 90 celsius. Product: Cl.Cl.[N+](=O)([O-])C1=CC=CC2=NC3=CC=CC=C3C(=C12)NCCNCC(C)C (1-nitro-9-isobutylaminoethylaminoacridine dihydrochloride). As a reaction SMILES: [N+:1]([C:4]1[C:17]2[C:8](=[N:9][C:10]3[C:15]([C:16]=2OC2C=CC=CC=2)=[CH:14][CH:13]=[CH:12][CH:11]=3)[CH:7]=[CH:6][CH:5]=1)([O-:3])=[O:2].[ClH:25].Cl.[CH2:27]([NH:31][CH2:32][CH2:33][NH2:34])[CH:28]([CH3:30])[CH3:29]>C1(O)C=CC=CC=1>[ClH:25].[ClH:25].[N+:1]([C:4]1[C:17]2[C:8](=[N:9][C:10]3[C:15]([C:16]=2[NH:34][CH2:33][CH2:32][NH:31][CH2:27][CH:28]([CH3:30])[CH3:29])=[CH:14][CH:13]=[CH:12][CH:11]=3)[CH:7]=[CH:6][CH:5]=1)([O-:3])=[O:2] |f:1.2.3,5.6.7|. Procedure: 1-Nitro-9-phenoxyacridine (1.58 g) is dissolved in about 5 g of phenol, and then 0.95 g of 2-isobutylaminoethylamine dihydrochloride is added and is heated at a temperature of 90° C. for 1.2 hour. It is isolated in a similar manner, as in Example VII. There is obtained 1-nitro-9-isobutylaminoethylaminoacridine dihydrochloride with a melting point of 230° C. (with decomposition). Procedure details: To a suspension of (−)-2-(1-amino-2,2,2-trifluoro-1-(5-methoxy-7-methyl-1H-indol-4-yl)ethyl)-1H-benzo[d]imidazole-5-carbonitrile (Example 36-E-b) (63 mg, 0.158 mmol) in methylene chloride (Volume: 1.6 mL) at 0° C. was added 1 M BBr3 in DCM (315 μl, 0.315 mmol). The reaction was stirred in ice bath for 5 minutes and then the suspension was allowed to stir at room temperature for 2 hours. The reaction was poured into ice water, treated with saturated a solution of sodium bicarbonate, and then dilu... Solvent: C(Cl)Cl (DCM), C(Cl)Cl (methylene chloride), CCOC(=O)C (EtOAc). The product is NC(C(F)(F)F)(C1=C2C=CNC2=C(C=C1O)C)C1=NC2=C(N1)C=CC(=C2)C#N ((−)-2-(1-amino-2,2,2-trifluoro-1-(5-hydroxy-7-methyl-1H-indol-4-yl)ethyl)-1H-benzo[d]imidazole-5-carbonitrile). Conditions: time 5 minute. Reaction SMILES: [NH2:1][C:2]([C:19]1[NH:23][C:22]2[CH:24]=[CH:25][C:26]([C:28]#[N:29])=[CH:27][C:21]=2[N:20]=1)([C:7]1[C:15]([O:16]C)=[CH:14][C:13]([CH3:18])=[C:12]2[C:8]=1[CH:9]=[CH:10][NH:11]2)[C:3]([F:6])([F:5])[F:4].B(Br)(Br)Br.C(=O)(O)[O-].[Na+]>C(Cl)Cl.CCOC(C)=O>[NH2:1][C:2]([C:19]1[NH:23][C:22]2[CH:24]=[CH:25][C:26]([C:28]#[N:29])=[CH:27][C:21]=2[N:20]=1)([C:7]1[C:15]([OH:16])=[CH:14][C:13]([CH3:18])=[C:12]2[C:8]=1[CH:9]=[CH:10][NH:11]2)[C:3]([F:6])([F:5])[F:4] |f:2.3|. The reactants are NC(C(F)(F)F)(C1=C2C=CNC2=C(C=C1OC)C)C1=NC2=C(N1)C=CC(=C2)C#N ((−)-2-(1-amino-2,2,2-trifluoro-1-(5-methoxy-7-methyl-1H-indol-4-yl)ethyl)-1H-benzo[d]imidazole-5-carbonitrile), C([O-])(O)=O.[Na+] (sodium bicarbonate), B(Br)(Br)Br (BBr3), ice water.